Dataset: the Open Reaction Database (ORD), a public repository of structured organic reaction records. Task: describe an organic reaction: reactants, conditions, products, and yield Reactants: [Cl-].[Al+3].[Cl-].[Cl-] (aluminum chloride), C(CCC)S (n-butylmercaptan), C(C)C1=CC=2C(=NCC=3N(C2S1)C(=NN3)CCCCCCCCCCC)C3=CC=C(C=C3)OC (2-ethyl-4-(4-methoxylphenyl)-9-undecyl-6H-thieno[3,2-f][1,2,4]triazolo[4,3-a][1,4]diazepine). Solvent: ClCCl (dichloromethane). The product is C(C)C1=CC=2C(=NCC=3N(C2S1)C(=NN3)CCCCCCCCCCC)C3=CC=C(C=C3)O (2-ethyl-4-(4-hydroxyphenyl)-9-undecyl-6H-thieno[3,2-f][1,2,4]triazolo[4,3-a][1,4]diazepine). Yield: 51.5%. Reaction SMILES: [Cl-].[Al+3].[Cl-].[Cl-].C(S)CCC.[CH2:10]([C:12]1[S:21][C:20]2[N:19]3[C:22]([CH2:25][CH2:26][CH2:27][CH2:28][CH2:29][CH2:30][CH2:31][CH2:32][CH2:33][CH2:34][CH3:35])=[N:23][N:24]=[C:18]3[CH2:17][N:16]=[C:15]([C:36]3[CH:41]=[CH:40][C:39]([O:42]C)=[CH:38][CH:37]=3)[C:14]=2[CH:13]=1)[CH3:11]>ClCCl>[CH2:10]([C:12]1[S:21][C:20]2[N:19]3[C:22]([CH2:25][CH2:26][CH2:27][CH2:28][CH2:29][CH2:30][CH2:31][CH2:32][CH2:33][CH2:34][CH3:35])=[N:23][N:24]=[C:18]3[CH2:17][N:16]=[C:15]([C:36]3[CH:37]=[CH:38][C:39]([OH:42])=[CH:40][CH:41]=3)[C:14]=2[CH:13]=1)[CH3:11] |f:0.1.2.3|. Reported procedure: Anhydrous aluminum chloride (78.1 g) was suspended in dichloromethane (700 ml) and thereto was dropwise added n-butylmercaptan (106 ml) with stirring under ice-cooling. Thereto was added 2-ethyl-4-(4-methoxylphenyl)-9-undecyl-6H-thieno[3,2-f][1,2,4]triazolo[4,3-a][1,4]diazepine (40 g) obtained in Example 1 under ice-cooling. After stirring at room temperature for 20 hours, the reaction mixture was washed with 5% aqueous sodium hydrogencarbonate and water and dried over anhydrous magnesium sulfat... The reactants are C[Si](C)(C)[N-][Si](C)(C)C.[Na+] (sodium bis(trimethylsilyl)amide), [OH-].[Na+] (NaOH), ClC1=NSN=C1SCCCC (3-chloro-4-butylthio-1,2,5-thiadiazole), Cl (HCl). The solvent is C1CCOC1 (THF), C1CCOC1 (THF). Run at temperature 0 celsius. Product: NC1=NSN=C1SCCCC (3-amino-4-butylthio-1,2,5-thiadiazole). The yield is 82.0%. As a reaction SMILES: Cl[C:2]1[C:6]([S:7][CH2:8][CH2:9][CH2:10][CH3:11])=[N:5][S:4][N:3]=1.C[Si]([N-:16][Si](C)(C)C)(C)C.[Na+].Cl.[OH-].[Na+]>C1COCC1>[NH2:16][C:2]1[C:6]([S:7][CH2:8][CH2:9][CH2:10][CH3:11])=[N:5][S:4][N:3]=1 |f:1.2,4.5|. Reported procedure: A 1.04 g sample of 3-chloro-4-butylthio-1,2,5-thiadiazole was dissolved in 20 mL of THF and added to a 50 mL reaction vessel. The mixture was cooled to 0° C. A 10 mL sample of sodium bis(trimethylsilyl)amide in THF (1.0M) was added dropwise to the reaction vessel. The mixture was stirred at 0° C. The reaction was quenched using 50 mL water upon desired completion of reaction. The pH of the mixture was adjusted to 2.0 using HCl. The mixture was stirred for 15 min. and then adjusted to pH=11 using...